From a dataset of the Open Reaction Database (ORD), a public repository of structured organic reaction records. describe an organic reaction: reactants, conditions, products, and yield The reactants are C1(=CC=CC=C1)N=C=O (phenylisocyanate), CC(C)C1=C(C(=CC=C1)C(C)C)NC(CNC(C1=CC=CC=C1)C1=CC=CC=C1)=O (N-[2,6-bis(1-Methylethyl)phenyl]-2-[(diphenylmethyl)amino]acetamide). Solvent: CCOC(=O)C (EtOAc). Run at time 2 day. Yields the product CC(C)C1=C(C(=CC=C1)C(C)C)NC(CN(C(=O)NC1=CC=CC=C1)C(C1=CC=CC=C1)C1=CC=CC=C1)=O (N-[2,6-bis(1-Methylethyl)phenyl]-2-[(diphenylmethyl)[(phenylamino)carbonyl]amino]acetamide). Reaction SMILES: [C:1]1([N:7]=[C:8]=[O:9])[CH:6]=[CH:5][CH:4]=[CH:3][CH:2]=1.[CH3:10][CH:11]([C:13]1[CH:18]=[CH:17][CH:16]=[C:15]([CH:19]([CH3:21])[CH3:20])[C:14]=1[NH:22][C:23](=[O:39])[CH2:24][NH:25][CH:26]([C:33]1[CH:38]=[CH:37][CH:36]=[CH:35][CH:34]=1)[C:27]1[CH:32]=[CH:31][CH:30]=[CH:29][CH:28]=1)[CH3:12]>CCOC(C)=O>[CH3:12][CH:11]([C:13]1[CH:18]=[CH:17][CH:16]=[C:15]([CH:19]([CH3:20])[CH3:21])[C:14]=1[NH:22][C:23](=[O:39])[CH2:24][N:25]([CH:26]([C:33]1[CH:34]=[CH:35][CH:36]=[CH:37][CH:38]=1)[C:27]1[CH:28]=[CH:29][CH:30]=[CH:31][CH:32]=1)[C:8]([NH:7][C:1]1[CH:6]=[CH:5][CH:4]=[CH:3][CH:2]=1)=[O:9])[CH3:10]. Procedure: Excess phenylisocyanate (0.44 g) was added to a mixture of the product from Example 4 (0.60 g) in 100 mL EtOAc at room temperature. After sitting for a short period of time at room temperature, the solvent was removed in vacuo. EtOAc was added to the residue and allowed to sit 2 days at room temperature. The ethyl acetate was removed on the rotary evaporator. The residual solid was slurried in hexane/EtOAc, 1/1 and collected by filtration. (0.82 g) (100%). NMR (CDCl3) δ 1.06 (12H, d), δ 2.66 (2H... Starting materials: FC1=C(OC2=C(C(=O)OC)C=C(C=C2)[N+](=O)[O-])C(=CC=C1)F (Methyl 2-(2,6-difluorophenoxy)-5-nitrobenzoate). Reagents/catalysts: [Pd] (Pd/C). The solvent is CO (methanol). Run at time 16 hour. The product is NC=1C=CC(=C(C(=O)OC)C1)OC1=C(C=CC=C1F)F (Methyl 5-amino-2-(2,6-difluorophenoxy)benzoate). The yield is 98.6%. Reaction SMILES: [F:1][C:2]1[CH:21]=[CH:20][CH:19]=[C:18]([F:22])[C:3]=1[O:4][C:5]1[CH:14]=[CH:13][C:12]([N+:15]([O-])=O)=[CH:11][C:6]=1[C:7]([O:9][CH3:10])=[O:8]>CO.[Pd]>[NH2:15][C:12]1[CH:13]=[CH:14][C:5]([O:4][C:3]2[C:18]([F:22])=[CH:19][CH:20]=[CH:21][C:2]=2[F:1])=[C:6]([CH:11]=1)[C:7]([O:9][CH3:10])=[O:8]. Procedure details: A suspension of methyl 2-(2,6-difluorophenoxy)-5-nitrobenzoate (step 1, 365 mg, 1.18 mmol) and 5% Pd/C (37 mg) in methanol (10 mL) was stirred under hydrogen atmosphere for 16 h at room temperature. After filtration through a pad of Celite®, the filtrate was concentrated. The residue was purified by column chromatography on silica gel eluting with hexane/ethyl acetate (5/1 to 1/2) to afford 325 mg of the title compound: 1H-NMR (CDCl3) δ 7.21 (1H, d, J=2.9 Hz), 7.12–6.88 (3H, m), 6.77 (1H, dd, J=...